Dataset: the Open Reaction Database (ORD), a public repository of structured organic reaction records. Task: describe an organic reaction: reactants, conditions, products, and yield Reactants: N,N'-Carbonyldiimidazole, COC1=C(C=CC=C1)C(C(=O)O)C (2-(2-methoxyphenyl)propionic acid), N (ammonia). The solvent is ClCCl (dichloromethane). Reaction conditions: time 30 minute. The product is COC1=C(C=CC=C1)C(C(=O)N)C ((RS)-2-(2-Methoxyphenyl)propionamide). As a reaction SMILES: [CH3:1][O:2][C:3]1[CH:8]=[CH:7][CH:6]=[CH:5][C:4]=1[CH:9]([CH3:13])[C:10](O)=[O:11].[NH3:14]>ClCCl>[CH3:1][O:2][C:3]1[CH:8]=[CH:7][CH:6]=[CH:5][C:4]=1[CH:9]([CH3:13])[C:10]([NH2:14])=[O:11]. Reported procedure: N,N'-Carbonyldiimidazole (16.2 g) is added to a solution of 2-(2-methoxyphenyl)propionic acid (17.5 g) in dry dichloromethane (200 cc), cooled to +5° C. The mixture is stirred for 30 minutes at +5° C. and a stream of ammonia is then passed into the solution for 1 hour, maintaining the same temperature. After stirring for 2 hours at 20° C., the reaction mixture is washed with water (200 cc), dried over magnesium sulphate and then concentrated to dryness under reduced pressure (2.7 kPa). The resid... Starting materials: [K+].[Br-] (KBr), ClC=1C=C(C=CC1)C(CNC(CC1=CC2=C(OC(O2)(C(=O)O)C(=O)O)C=C1)C)O (5-{2-[2-(3-chloro-phenyl)-2-hydroxy-ethylamino]-propyl}-benzo[1,3]dioxole-2,2-dicarboxylic acid), CC(CCCO)C (4-methylpentanol), Cl (HCl). The solvent is C(Cl)(Cl)Cl (CHCl3). Yields the product CC(CCCOC(=O)C1(OC2=C(O1)C=CC(=C2)CC(C)NCC(O)C2=CC(=CC=C2)Cl)C(=O)OCCCC(C)C)C (5-{2-[2-(3-Chloro-phenyl)-2-hydroxy-ethylamino]-propyl}-benzo[1,3]dioxole-2,2-dicarboxylic acid bis-(4-methyl-pentyl) ester). RXN SMILES: [Cl:1][C:2]1[CH:3]=[C:4]([CH:8]([OH:29])[CH2:9][NH:10][CH:11]([CH3:28])[CH2:12][C:13]2[CH:27]=[CH:26][C:16]3[O:17][C:18]([C:23]([OH:25])=[O:24])([C:20]([OH:22])=[O:21])[O:19][C:15]=3[CH:14]=2)[CH:5]=[CH:6][CH:7]=1.[CH3:30][CH:31]([CH3:36])[CH2:32][CH2:33][CH2:34]O.Cl.[K+].[Br-]>C(Cl)(Cl)Cl>[CH3:30][CH:31]([CH3:36])[CH2:32][CH2:33][CH2:34][O:24][C:23]([C:18]1([C:20]([O:22][CH2:7][CH2:2][CH2:3][CH:4]([CH3:8])[CH3:5])=[O:21])[O:17][C:16]2[CH:26]=[CH:27][C:13]([CH2:12][CH:11]([NH:10][CH2:9][CH:8]([C:4]3[CH:5]=[CH:6][CH:7]=[C:2]([Cl:1])[CH:3]=3)[OH:29])[CH3:28])=[CH:14][C:15]=2[O:19]1)=[O:25] |f:3.4|. Reported procedure: The title compound was prepared from 5-{2-[2-(3-chloro-phenyl)-2-hydroxy-ethylamino]-propyl}-benzo[1,3]dioxole-2,2-dicarboxylic acid and 4-methylpentanol according to the procedure of Example 30 as a colorless gum (HCl salt); 1H NMR (CDCl3) δ 0.87 (d, J=6.5 Hz, 12H), 1.33 (bs, 3H), 1.10-2.0 (m, 10H), 2.80 (bs, 1H), 3.18 (bs, 2H), 3.48 (bs, 2H), 4.28(m, 4H), 5.60 (bs, 2H), 6.80 (m, 3H), 7.25 (m, 2H), 7.43 (s, 1H), 8.70 (bs, 1H), 10.10 (bs, 1H); IR (KBr): 1765 cm-1 (C=O); MS (CI) m/z 590 (MH+); [α... Conditions: time 1 hour. Yields the product O1N=C(C=C1)[C@@H](CC(=O)O)C1=CC=C(C=C1)OCCOC1=CC=C(C=C1)C(F)(F)F ((S)-3-(Isoxazol-3-yl)-3-(4-(2-(4-(trifluoromethyl)phenoxy)ethoxy)phenyl)propanoic acid). Solvent: C1CCOC1 (THF), O (water). Procedure: To a solution of the oxazolidinone 47.2 (58.0 mg, 0.1 mmol) dissolved in THF (5 mL), was added a 30% hydrogen peroxide solution (113 μL, 1 mmol) followed by a 2 M lithium hydroxide solution (250 μL, 0.5 mmol). The resulting slurry was stirred for one hour. The reaction mixture was then diluted with water and acidified with hydrochloric acid to pH ˜3. The mixture was then extracted with EtOAc (1×20 mL), and the organic layer was washed with an acidic sodium sulfite solution (2×15 mL) and brine (1... Reaction SMILES: C([C@H]1COC(=O)N1[C:14](=[O:42])[CH2:15][C@H:16]([C:37]1[CH:41]=[CH:40][O:39][N:38]=1)[C:17]1[CH:22]=[CH:21][C:20]([O:23][CH2:24][CH2:25][O:26][C:27]2[CH:32]=[CH:31][C:30]([C:33]([F:36])([F:35])[F:34])=[CH:29][CH:28]=2)=[CH:19][CH:18]=1)C1C=CC=CC=1.[OH:43]O.[OH-].[Li+].Cl>C1COCC1.O>[O:39]1[CH:40]=[CH:41][C:37]([C@H:16]([C:17]2[CH:22]=[CH:21][C:20]([O:23][CH2:24][CH2:25][O:26][C:27]3[CH:32]=[CH:31][C:30]([C:33]([F:35])([F:34])[F:36])=[CH:29][CH:28]=3)=[CH:19][CH:18]=2)[CH2:15][C:14]([OH:42])=[O:43])=[N:38]1 |f:2.3|. Yield: 56.0%. Reactants: OO (hydrogen peroxide), Cl (hydrochloric acid), C(C1=CC=CC=C1)[C@@H]1N(C(OC1)=O)C(C[C@@H](C1=CC=C(C=C1)OCCOC1=CC=C(C=C1)C(F)(F)F)C1=NOC=C1)=O ((S)-4-Benzyl-3-((S)-3-(isoxazol-3-yl)-3-(4-(2-(4-(trifluoromethyl)phenoxy)ethoxy)phenyl)propanoyl)oxazolidin-2-one), [OH-].[Li+] (lithium hydroxide).